From a dataset of the Open Reaction Database (ORD), a public repository of structured organic reaction records. describe an organic reaction: reactants, conditions, products, and yield Starting materials: NC(=CC(=O)OCC)C(F)(F)F (ethyl 3-amino-4,4,4-trifluoro-2-butenoate), N12CCCCCC2=NCCC1 (1,8-diazabicyclo[5.4.0]undec-7-ene), C[O-].[Na+] (sodium methoxide), C(C#C)N1C(=NC2=C1C=C(C(=C2)F)NC(=O)OCC)C(F)(F)F (1-(2-propyn-1-yl)-2-trifluoromethyl-5-fluoro-6-ethoxycarbonylaminobenzimidazole), Cl (hydrochloric acid). Solvent: CN(C=O)C (N,N-dimethylformamide), CN(C=O)C (N,N-dimethylformamide), CN(C=O)C (N,N-dimethylformamide). Run at time 30 minute. Product: C(C#C)N1C(=NC2=C1C=C(C(=C2)F)N2C(NC(=CC2=O)C(F)(F)F)=O)C(F)(F)F (3-[1-(2-propyn-1-yl)-2-trifluoromethyl-5-fluorobenzimidazol-6-yl]-6-trifluoromethyluracil). Yield: 28.6%. As a reaction SMILES: C[O-].[Na+].[NH2:4][C:5]([C:12]([F:15])([F:14])[F:13])=[CH:6][C:7]([O:9]CC)=O.[CH2:16]([N:19]1[C:23]2[CH:24]=[C:25]([NH:29][C:30](OCC)=[O:31])[C:26]([F:28])=[CH:27][C:22]=2[N:21]=[C:20]1[C:35]([F:38])([F:37])[F:36])[C:17]#[CH:18].N12CCCN=C1CCCCC2.Cl>CN(C)C=O>[CH2:16]([N:19]1[C:23]2[CH:24]=[C:25]([N:29]3[C:7](=[O:9])[CH:6]=[C:5]([C:12]([F:13])([F:14])[F:15])[NH:4][C:30]3=[O:31])[C:26]([F:28])=[CH:27][C:22]=2[N:21]=[C:20]1[C:35]([F:37])([F:38])[F:36])[C:17]#[CH:18] |f:0.1|. Reported procedure: Under a nitrogen atmosphere, a stirred solution of 0.4 gram (0.005 mole) of sodium methoxide in 5 mL of N,N-dimethylformamide was cooled to about 0°-5° C., and 1.8 grams (0.005 mole) of ethyl 3-amino-4,4,4-trifluoro-2-butenoate in 15 mL of N,N-dimethylformamide was added dropwise. Upon completion of the addition, the reaction mixture was allowed to warm to ambient temperature where it stirred for 30 minutes. After this time, the reaction mixture was again cooled, and a solution of 1.8 grams (0.0...